From a dataset of the Open Reaction Database (ORD), a public repository of structured organic reaction records. describe an organic reaction: reactants, conditions, products, and yield The product is ClC=1N=NC=C2C1N(C(=C2)C)CC2=CC=C(C=C2)OC (7-Chloro-1- (4-methoxybenzyl)-2-methylpyrrolo[2,3-d]pyridazine). The yield is 76.0%. Reactants: COC1=CC=C(CN2C(=CC3=C2C(NN=C3)=O)C)C=C1 (1-(4-methoxybenzyl)-2-methyl-6,7-dihydropyrrolo[2,3-d]pyridazine-7-one), P(=O)(Cl)(Cl)Cl (phosphorus oxychloride). Reported procedure: 17.8 g (66 mmol) of 1-(4-methoxybenzyl)-2-methyl-6,7-dihydropyrrolo[2,3-d]pyridazine-7-one are reacted at 100° C. for 2 h in 130 ml of phosphorus oxychloride. Purification: chromatography on silica gel (eluent: ethyl acetate). Yield: 76%. M.p.: 126°-128° C. RXN SMILES: [CH3:1][O:2][C:3]1[CH:20]=[CH:19][C:6]([CH2:7][N:8]2[C:12]3[C:13](=O)[NH:14][N:15]=[CH:16][C:11]=3[CH:10]=[C:9]2[CH3:18])=[CH:5][CH:4]=1.P(Cl)(Cl)([Cl:23])=O>>[Cl:23][C:13]1[N:14]=[N:15][CH:16]=[C:11]2[CH:10]=[C:9]([CH3:18])[N:8]([CH2:7][C:6]3[CH:19]=[CH:20][C:3]([O:2][CH3:1])=[CH:4][CH:5]=3)[C:12]=12. The reactants are O (water), BrCCCCC12C(NC=3C=CC=C(C13)CCC2)=O (2a-(4-bromobutyl)-2a,3,4,5-tetrahydro-1H-benz[cd]indol-2-one), C([O-])([O-])=O.[K+].[K+] (potassium carbonate), C(C)(C)(C)OC(=O)N1CCN(CC1)C1CCCCC2=C1C=CC=C2 (1-t-Butoxycarbonyl-4-(6,7,8,9-tetrahydro-5H-benzocyclohepten-5-yl)piperazine). Solvent: CO.Cl (hydrochloric acid methanol), CN(C=O)C (N,N-dimethylformamide). Run at temperature 40 celsius, time 3.5 hour. The product is C1=CC=CC2=C1CCCCC2N2CCN(CC2)CCCCC21C(NC=3C=CC=C(C23)CCC1)=O (2a-(4-(4-(6,7,8,9-Tetrahydro-5H-benzocyclohepten-5-yl)-piperazin-1-yl)butyl)-2a,3,4,5-tetrahydro-1H-benz[cd]indol-2-one). Isolated yield 81.0%. RXN SMILES: C(OC([N:8]1[CH2:13][CH2:12][N:11]([CH:14]2[C:20]3[CH:21]=[CH:22][CH:23]=[CH:24][C:19]=3[CH2:18][CH2:17][CH2:16][CH2:15]2)[CH2:10][CH2:9]1)=O)(C)(C)C.Br[CH2:26][CH2:27][CH2:28][CH2:29][C:30]12[CH2:41][CH2:40][CH2:39][C:37]3[C:38]1=[C:33]([CH:34]=[CH:35][CH:36]=3)[NH:32][C:31]2=[O:42].C(=O)([O-])[O-].[K+].[K+].O>CO.Cl.CN(C)C=O>[CH:24]1[C:19]2[CH2:18][CH2:17][CH2:16][CH2:15][CH:14]([N:11]3[CH2:10][CH2:9][N:8]([CH2:26][CH2:27][CH2:28][CH2:29][C:30]45[CH2:41][CH2:40][CH2:39][C:37]6[C:38]4=[C:33]([CH:34]=[CH:35][CH:36]=6)[NH:32][C:31]5=[O:42])[CH2:13][CH2:12]3)[C:20]=2[CH:21]=[CH:22][CH:23]=1 |f:2.3.4,6.7|. Procedure details: 1-t-Butoxycarbonyl-4-(6,7,8,9-tetrahydro-5H-benzocyclohepten-5-yl)piperazine (340 mg, 1.0 mmol) was dissolved in 10% hydrochloric acid methanol (4 ml) and stirred at 40° C. for 3.5 hours. The solvent was removed by evaporation under a reduced pressure, and the thus obtained residue was mixed with 2a-(4-bromobutyl)-2a,3,4,5-tetrahydro-1H-benz[cd]indol-2-one (310 mg, 1.0 mmol) and potassium carbonate (490 mg, 3.5 mmol) and stirred overnight at room temperature in N,N-dimethylformamide (3 ml). This...